This data is from the Open Reaction Database (ORD), a public repository of structured organic reaction records. The task is: describe an organic reaction: reactants, conditions, products, and yield Reactants: CCO, [Cl-], [Fe], O=C1CCCc2ccc([N+](=O)[O-])cc2C1, [NH4+], O. The product is Nc1ccc2c(c1)CC(=O)CCC2. RXN SMILES: [CH3:20][CH2:21][OH:22].[Cl-:16].[Fe:19].[N+:1]([O-:2])(=[O:3])[c:4]1[cH:5][c:6]2[c:7]([cH:14][cH:15]1)[CH2:8][CH2:9][CH2:10][C:11](=[O:13])[CH2:12]2.[NH4+:17].[OH2:18]>>[NH2:1][c:4]1[cH:5][c:6]2[c:7]([cH:14][cH:15]1)[CH2:8][CH2:9][CH2:10][C:11](=[O:13])[CH2:12]2. Starting materials: [H-].[Na+] (NaH), BrC1=CC=CC=2C3=CC=CC=C3NC12 (1-bromocarbazole), IC1=C(C=CC=C1)S(=O)(=O)Cl (2-iodobenzenesulfonyl chloride). The solvent is C1CCOC1 (THF). Run at temperature 40 celsius, time 12 hour. Yields the product C1(=CC=CC=C1)S(=O)(=O)N1C2=CC=CC=C2C=2C=CC=C(C12)Br (9-benzenesulfonyl-1-bromo-9H-carbazole). RXN SMILES: [Br:1][C:2]1[C:14]2[NH:13][C:12]3[C:7](=[CH:8][CH:9]=[CH:10][CH:11]=3)[C:6]=2[CH:5]=[CH:4][CH:3]=1.[H-].[Na+].I[C:18]1[CH:23]=[CH:22][CH:21]=[CH:20][C:19]=1[S:24](Cl)(=[O:26])=[O:25]>C1COCC1>[C:19]1([S:24]([N:13]2[C:14]3[C:2]([Br:1])=[CH:3][CH:4]=[CH:5][C:6]=3[C:7]3[C:12]2=[CH:11][CH:10]=[CH:9][CH:8]=3)(=[O:26])=[O:25])[CH:20]=[CH:21][CH:22]=[CH:23][CH:18]=1 |f:1.2|. Procedure: 19.6 g (80 mmol) of 1-bromocarbazole are initially introduced in 1000 ml of THF, and 8.9 g (223.3 mmol) of NaH (60% in oil) are added at 0° C. 24 g (80 mmol) of 2-iodobenzenesulfonyl chloride are subsequently added to the mixture, which is then stirred at 40° C. for 12 h. The organic phase is dried over MgSO4, and the solvent is removed in vacuo. The residue is recrystallised from acetone and finally sublimed in a high vacuum. Yield: 29 g (574 mmol), 72% of theory, purity according to HPLC 99.9%... Reactants: C(=O)(Cl)Cl (phosgene), C([O-])([O-])=O.[K+].[K+] (potassium carbonate), C1(=CC=CC=C1)C(N1CC(C1)OC1=C(C=CC(=C1)C(F)(F)F)F)C1=CC=CC=C1 (1-(diphenylmethyl)-3-[2-fluoro-5-(trifluoromethyl)phenoxy]azetidine). The solvent is C(Cl)Cl (methylene chloride), C(Cl)Cl (methylene chloride). Conditions: temperature 5 celsius, time 30 minute. Product: FC1=C(OC2CN(C2)C(=O)Cl)C=C(C=C1)C(F)(F)F (3-[2-Fluoro-5-(trifluoromethyl)phenoxy]-1-azetidinecarbonyl chloride). The yield is 163.3%. RXN SMILES: [C:1]([Cl:4])(Cl)=[O:2].C(=O)([O-])[O-].[K+].[K+].C1(C(C2C=CC=CC=2)[N:18]2[CH2:21][CH:20]([O:22][C:23]3[CH:28]=[C:27]([C:29]([F:32])([F:31])[F:30])[CH:26]=[CH:25][C:24]=3[F:33])[CH2:19]2)C=CC=CC=1>C(Cl)Cl>[F:33][C:24]1[CH:25]=[CH:26][C:27]([C:29]([F:30])([F:32])[F:31])=[CH:28][C:23]=1[O:22][CH:20]1[CH2:19][N:18]([C:1]([Cl:4])=[O:2])[CH2:21]1 |f:1.2.3|. Procedure: A mixture of 10.8 g (0.11 mole) of phosgene and 14.2 g (0.11 mole) of potassium carbonate in 200 mL of methylene chloride was cooled to 5° C. in an ice bath while stirring undr nitrogen. After 30 min, the reaction mixture was treated with 40 g (0.1 mole) of 1-(diphenylmethyl)-3-[2-fluoro-5-(trifluoromethyl)phenoxy]azetidine in 100 mL of methylene chloride added dropwise. After stirring for 16 h, the reaction mixture was treated with small pieces of ice to destroy any excess phosgene. Then the re...